Dataset: the Open Reaction Database (ORD), a public repository of structured organic reaction records. Task: describe an organic reaction: reactants, conditions, products, and yield Reactants: Cn1c(=O)nc(-c2ccccc2Cl)c2ccsc21, ClC(Cl)Cl, N, O=S(=O)(Cl)Cl. Product: Cn1c(=O)nc(-c2ccccc2Cl)c2cc(Cl)sc21. Reaction SMILES: [CH3:1][n:2]1[c:3](=[O:18])[n:4][c:5](-[c:11]2[c:12]([Cl:17])[cH:13][cH:14][cH:15][cH:16]2)[c:6]2[c:7]1[s:8][cH:9][cH:10]2.[CH:25]([Cl:26])([Cl:27])[Cl:28].[NH3:24].[S:19]([Cl:20])(=[O:21])([Cl:22])=[O:23]>>[CH3:1][n:2]1[c:3](=[O:18])[n:4][c:5](-[c:11]2[c:12]([Cl:17])[cH:13][cH:14][cH:15][cH:16]2)[c:6]2[c:7]1[s:8][c:9]([Cl:22])[cH:10]2. Starting materials: C(=O)([O-])[O-].[K+].[K+] (K2CO3), ClC=1C(=C(CBr)C=CC1)F (3-chloro-2-fluorobenzyl bromide), COC1=C(C=C(C=C1C)N1S(C2=C(N(C1=O)CC1=C(C=C(C=C1F)F)F)C=CC=C2)(=O)=O)C (2-(4-methoxy-3,5-dimethylphenyl)-4-(2,4,6-trifluorobenzyl)-2H-1,2,4-benzothiadiazin-3(4H)-one 1,1-dioxide). The solvent is CN(C)C=O (DMF). Yields the product ClC=1C(=C(CN2C(N(S(C3=C2C=CC=C3)(=O)=O)C3=CC(=C(C=C3)OC)OC)=O)C=CC1)F (4-(3-Chloro-2-fluorobenzyl)-2-(3,4-dimethoxyphenyl)-2H-1,2,4-benzothiadiazin-3(4H)-one 1,1-dioxide). As a reaction SMILES: [C:1]([O-])([O-])=[O:2].[K+].[K+].[Cl:7][C:8]1[C:9]([F:16])=[C:10]([CH:13]=[CH:14][CH:15]=1)[CH2:11]Br.[CH3:17][O:18][C:19]1[C:24](C)=[CH:23][C:22]([N:26]2[C:31](=[O:32])[N:30](CC3C(F)=CC(F)=CC=3F)[C:29]3[CH:43]=[CH:44][CH:45]=[CH:46][C:28]=3[S:27]2(=[O:48])=[O:47])=[CH:21][C:20]=1C>CN(C=O)C>[Cl:7][C:8]1[C:9]([F:16])=[C:10]([CH:13]=[CH:14][CH:15]=1)[CH2:11][N:30]1[C:29]2[CH:43]=[CH:44][CH:45]=[CH:46][C:28]=2[S:27](=[O:47])(=[O:48])[N:26]([C:22]2[CH:21]=[CH:20][C:19]([O:18][CH3:17])=[C:24]([O:2][CH3:1])[CH:23]=2)[C:31]1=[O:32] |f:0.1.2|. Procedure: The title compound (35 mg, 0.07 mmol) was prepared from (IntA1) (50 mg, 0.15 mmol), K2CO3 (62 mg, 0.45 mmol) and 3-chloro-2-fluorobenzyl bromide (40 mg, 0.18 mmol) in DMF (2 mL) using the methods of (115). Reactants: FC=1C=C(N)C=CC1 (3-Fluoroaniline), S(=O)(Cl)Cl (Thionyl chloride), ice water, C1(=CC=C(C=C1)CC(=O)O)C1=CC=CC=C1 (4-Biphenylacetic acid). Reagents/catalysts: CN(C1=CC=NC=C1)C (4-Dimethylaminopyridine). Solvent: ClCCl (dichloromethane), ClCCl (dichloromethane), O (water), ClCCl (dichloromethane). Product: FC=1C=C(C=CC1)NC(CC1=CC=C(C=C1)C1=CC=CC=C1)=O (N-(3-fluorophenyl)-4-biphenylacetamide). Reaction SMILES: S(Cl)(Cl)=O.[C:5]1([C:15]2[CH:20]=[CH:19][CH:18]=[CH:17][CH:16]=2)[CH:10]=[CH:9][C:8]([CH2:11][C:12]([OH:14])=O)=[CH:7][CH:6]=1.[F:21][C:22]1[CH:23]=[C:24]([CH:26]=[CH:27][CH:28]=1)[NH2:25]>ClCCl.CN(C)C1C=CN=CC=1.O>[F:21][C:22]1[CH:23]=[C:24]([NH:25][C:12](=[O:14])[CH2:11][C:8]2[CH:7]=[CH:6][C:5]([C:15]3[CH:20]=[CH:19][CH:18]=[CH:17][CH:16]=3)=[CH:10][CH:9]=2)[CH:26]=[CH:27][CH:28]=1. Procedure details: Thionyl chloride (0.38 ml, 5.0 mmole) was added to an ice water cooled solution of 4-Biphenylacetic acid (0.2 g, 0.9 mmole) in 5 ml dichloromethane, solution allowed to warm to room temperature then heated under reflux for 1 hr, the solvent and excess thionyl chloride was evaporated under vacuum, the oil formed was redissolved in 5 ml dichloromethane followed by addition of 4-Dimethylaminopyridine (0.12 gm, 1.0 mmole) and 3-Fluoroaniline (0.11 gm, 1.0 mmole), stirred at room temperature over nig... Starting materials: NC1=NC(=NC=C1F)O (4-amino-5-fluoro-pyrimidin-2-ol), ClC(=O)OC(C)C (isopropyl chloroformate). The product is NC1=NC(N(C=C1F)C(=O)OC(C)C)=O (isopropyl 4-amino-5-fluoro-2-oxopyrimidine-1(2H)-carboxylate). The yield is 55.0%. As a reaction SMILES: [NH2:1][C:2]1[C:7]([F:8])=[CH:6][N:5]=[C:4]([OH:9])[N:3]=1.Cl[C:11]([O:13][CH:14]([CH3:16])[CH3:15])=[O:12]>>[NH2:1][C:2]1[C:7]([F:8])=[CH:6][N:5]([C:11]([O:13][CH:14]([CH3:16])[CH3:15])=[O:12])[C:4](=[O:9])[N:3]=1. Reported procedure: Using the procedure of Example 2, 4-amino-5-fluoro-pyrimidin-2-ol (0.25 g, 1.9 mmol), BSA (1.41 mL, 5.8 mmol) and isopropyl chloroformate (1 M solution in toluene; 2.9 mL, 2.9 mmol) were reacted, and the resulting material was purified via reverse phase chromatography (gradient, CH3CN/H2O) to give isopropyl 4-amino-5-fluoro-2-oxopyrimidine-1(2H)-carboxylate (0.225 g, 55%) as a white solid: mp 217-219° C.; 1H NMR (300 MHz, DMSO-d6) δ 8.28 (s, 1H), 8.02-7.99 (m, 2H), 4.97 (septet, J=6.26 Hz, 1H), ...